From a dataset of the Open Reaction Database (ORD), a public repository of structured organic reaction records. describe an organic reaction: reactants, conditions, products, and yield Starting materials: CC(C)(C)OC(=O)N(CC=CCl)c1ccc2ccc(C#N)cc2c1Br, CCCC[SnH](CCCC)CCCC, CC(C)(C#N)N=NC(C)(C)C#N, c1ccccc1. The product is CC(C)(C)OC(=O)N1CC(CCl)c2c1ccc1ccc(C#N)cc21. As a reaction SMILES: [Br:1][c:2]1[c:3]([N:14]([C:15]([O:16][C:17]([CH3:18])([CH3:19])[CH3:20])=[O:21])[CH2:22][CH:23]=[CH:24][Cl:25])[cH:4][cH:5][c:6]2[cH:7][cH:8][c:9]([C:12]#[N:13])[cH:10][c:11]12.[CH3:26][CH2:27][CH2:28][CH2:29][SnH:30]([CH2:31][CH2:32][CH2:33][CH3:34])[CH2:35][CH2:36][CH2:37][CH3:38].[N:39]#[C:40][C:41]([N:42]=[N:43][C:44]([C:45]#[N:46])([CH3:47])[CH3:48])([CH3:49])[CH3:50].[cH:51]1[cH:52][cH:53][cH:54][cH:55][cH:56]1>>[c:2]12[c:3]([cH:4][cH:5][c:6]3[cH:7][cH:8][c:9]([C:12]#[N:13])[cH:10][c:11]13)[N:14]([C:15]([O:16][C:17]([CH3:18])([CH3:19])[CH3:20])=[O:21])[CH2:22][CH:23]2[CH2:24][Cl:25].